Dataset: the Open Reaction Database (ORD), a public repository of structured organic reaction records. Task: describe an organic reaction: reactants, conditions, products, and yield Reactants: ClC1=C(C(=CC=C1)F)CCN (2-(2-chloro-6-fluoro-phenyl)-ethylamine), ClC1=C(C(=CC=C1)F)CCN (2-(2-chloro-6-fluoro-phenyl)-ethylamine), C(=O)([O-])[O-].[Na+].[Na+] (Na2CO3), ClC1=NC(=NC(=C1)C=1C=NC(=CC1)OC)SC (4-chloro-6-(6-methoxy-pyridin-3-yl)-2-methylsulfanyl-pyrimidine), ClC1=NC(=NC(=C1)C=1C=NC(=CC1)OC)SC (4-chloro-6-(6-methoxy-pyridin-3-yl)-2-methylsulfanyl-pyrimidine). The solvent is CN1CCCC1 (N-methyl pyrrolidine), O (water). Run at temperature 175 celsius. Product: ClC1=C(C(=CC=C1)F)CCNC1=NC(=NC(=C1)C=1C=NC(=CC1)OC)SC ([2-(2-chloro-6-fluoro-phenyl)-ethyl]-[6-(6-methoxy-pyridin-3-yl)-2-methylsulfanyl-pyrimidin-4-yl]-amine). Isolated yield 94.5%. Reaction SMILES: [Cl:1][C:2]1[CH:7]=[CH:6][CH:5]=[C:4]([F:8])[C:3]=1[CH2:9][CH2:10][NH2:11].C([O-])([O-])=O.[Na+].[Na+].Cl[C:19]1[CH:24]=[C:23]([C:25]2[CH:26]=[N:27][C:28]([O:31][CH3:32])=[CH:29][CH:30]=2)[N:22]=[C:21]([S:33][CH3:34])[N:20]=1>CN1CCCC1.O>[Cl:1][C:2]1[CH:7]=[CH:6][CH:5]=[C:4]([F:8])[C:3]=1[CH2:9][CH2:10][NH:11][C:19]1[CH:24]=[C:23]([C:25]2[CH:26]=[N:27][C:28]([O:31][CH3:32])=[CH:29][CH:30]=2)[N:22]=[C:21]([S:33][CH3:34])[N:20]=1 |f:1.2.3|. Procedure: A mixture of 2-(2-chloro-6-fluoro-phenyl)-ethylamine [1.02 g, 5.88 mmol, Intermediate (23)], Na2CO3 (1.65 g, 19.6 mmol), and 4-chloro-6-(6-methoxy-pyridin-3-yl)-2-methylsulfanyl-pyrimidine [1.05 g, 3.92 mmol, Intermediate (38)] in N-methyl pyrrolidine (10 mL), is heated to 175° C. for 3 hours. The reaction mixture is diluted with water, and extracted with ethyl acetate. The extracts are washed with water, dried over magnesium sulfate, filtered, and concentrated. The residue is subjected to short... Starting materials: CC1(c2cccc(-c3nn[nH]c3[Si](C)(C)C)c2)C2CN(CCCc3ccccc3)C(=O)C21, CCO, [F-], [K+], O=S(=O)(O)O. The product is CC1(c2cccc(-c3cnn[nH]3)c2)C2CN(CCCc3ccccc3)C(=O)C21. Reaction SMILES: [CH3:1][C:2]1([c:18]2[cH:19][c:20](-[c:24]3[n:25][n:26][nH:27][c:28]3[Si:29]([CH3:30])([CH3:31])[CH3:32])[cH:21][cH:22][cH:23]2)[CH:3]2[CH2:4][N:5]([CH2:9][CH2:10][CH2:11][c:12]3[cH:13][cH:14][cH:15][cH:16][cH:17]3)[C:6](=[O:8])[CH:7]12.[CH3:40][CH2:41][OH:42].[F-:33].[K+:34].[S:35](=[O:36])(=[O:37])([OH:38])[OH:39]>>[CH3:1][C:2]1([c:18]2[cH:19][c:20](-[c:24]3[nH:25][n:26][n:27][cH:28]3)[cH:21][cH:22][cH:23]2)[CH:3]2[CH2:4][N:5]([CH2:9][CH2:10][CH2:11][c:12]3[cH:13][cH:14][cH:15][cH:16][cH:17]3)[C:6](=[O:8])[CH:7]12. Starting materials: ClC\C=C/1\C2=C(OCC3=C1C=CC=C3)C=CC(=C2)C(=O)OC (Methyl (E)-11-(2-chloroethylidene)-6,11-dihydrodibenz[b,e]oxepin-2-carboxylate), N1=CNC2=C1C=CC=C2 (benzimidazole). The product is COC(=O)C=1C=CC2=C(N(C=N2)C\C=C/2\C3=C(OCC4=C2C=CC=C4)C=CC(=C3)C(=O)OC)C1 (methyl (E)-11-[2-(6-methoxycarbonyl-1-benzimidazolyl)ethylidene]-6,11-dihydrodibenz[b,e]oxepin-2-carboxylate). RXN SMILES: Cl[CH2:2]/[CH:3]=[C:4]1/[C:5]2[CH:18]=[C:17]([C:19]([O:21][CH3:22])=[O:20])[CH:16]=[CH:15][C:6]=2[O:7][CH2:8][C:9]2[CH:14]=[CH:13][CH:12]=[CH:11][C:10]/1=2.[N:23]1[C:27]2[CH:28]=[CH:29][CH:30]=[CH:31][C:26]=2[NH:25][CH:24]=1>>[CH3:22][O:21][C:19]([C:29]1[CH:30]=[CH:31][C:26]2[N:25]=[CH:24][N:23]([CH2:2]/[CH:3]=[C:4]3/[C:5]4[CH:18]=[C:17]([C:19]([O:21][CH3:22])=[O:20])[CH:16]=[CH:15][C:6]=4[O:7][CH2:8][C:9]4[CH:14]=[CH:13][CH:12]=[CH:11][C:10]/3=4)[C:27]=2[CH:28]=1)=[O:20]. Procedure: In Examples 27 through 32, the products were prepared using Compound h and corresponding benzimidazole derivatives in a manner similar to Example 26. The reactants are C1(=CC=CC=C1)CCSC1=CC=C(C=C1)[N+](=O)[O-] (4-(2'-phenyl-ethylthio)-nitrobenzene). Reagents/catalysts: [Ni] (Raney nickel). The solvent is CO (methanol). Yields the product C1(=CC=CC=C1)CCSC1=CC=C(N)C=C1 (4-(2'-phenyl-ethylthio)-aniline). As a reaction SMILES: [C:1]1([CH2:7][CH2:8][S:9][C:10]2[CH:15]=[CH:14][C:13]([N+:16]([O-])=O)=[CH:12][CH:11]=2)[CH:6]=[CH:5][CH:4]=[CH:3][CH:2]=1>CO.[Ni]>[C:1]1([CH2:7][CH2:8][S:9][C:10]2[CH:11]=[CH:12][C:13]([NH2:16])=[CH:14][CH:15]=2)[CH:2]=[CH:3][CH:4]=[CH:5][CH:6]=1. Procedure details: 86 g of 4-(2'-phenyl-ethylthio)-nitrobenzene is dissolved in 900 ml of methanol and catalytically hydrogenated with Raney nickel. After completion of the absorption of hydrogen, the catalyst is filtered off and the filtrate is concentrated by evaporation. There is obtained 4-(2'-phenyl-ethylthio)-aniline as oily residue, which is used without purification in the next reaction stage.